From a dataset of the Open Reaction Database (ORD), a public repository of structured organic reaction records. describe an organic reaction: reactants, conditions, products, and yield The product is C(C1=CC=CC=C1)NC1CN(C1)C1=CC=C(C=C1)[N+](=O)[O-] (Benzyl-[1-(4-nitro-phenyl)-azetidin-3-yl]-amine). Isolated yield 81.2%. The solvent is O (Water). Reaction conditions: temperature 100 celsius, time 2 day. Reported procedure: Methanesulfonic acid 1-(4-nitro-phenyl)-azetidin-3-yl ester (which was obtained in Example 397) (14.32 g, 52.6 mmol) was added to neat benzyl amine (56 mL, 526 mmol) and stirred at 100° C. for 2 days. Water (200 mL) was added and the resultant precipitate was collected and partitioned between ethyl acetate and saturated aqueous NaHCO3. The aqueous layer was washed with ethyl acetate (2×50 mL). The organic extract was dried over anhydrous sodium sulfate, filtered, and concentrated. The solid was ... RXN SMILES: [N+:1]([C:4]1[CH:9]=[CH:8][C:7]([N:10]2[CH2:13][CH:12](OS(C)(=O)=O)[CH2:11]2)=[CH:6][CH:5]=1)([O-:3])=[O:2].[CH2:19]([NH2:26])[C:20]1[CH:25]=[CH:24][CH:23]=[CH:22][CH:21]=1>O>[CH2:19]([NH:26][CH:12]1[CH2:13][N:10]([C:7]2[CH:8]=[CH:9][C:4]([N+:1]([O-:3])=[O:2])=[CH:5][CH:6]=2)[CH2:11]1)[C:20]1[CH:25]=[CH:24][CH:23]=[CH:22][CH:21]=1. The reactants are [N+](=O)([O-])C1=CC=C(C=C1)N1CC(C1)OS(=O)(=O)C (Methanesulfonic acid 1-(4-nitro-phenyl)-azetidin-3-yl ester), C(C1=CC=CC=C1)N (benzyl amine). The reactants are CCN=C=NCCCN(C)C, Cl, O=C(O)c1ccc2c(c1)OCCO2, CN(C)C=O, O. Product: NC(=O)c1ccc2c(c1)OCCO2. Reaction SMILES: [CH3:14][CH2:15][N:16]=[C:17]=[N:18][CH2:19][CH2:20][CH2:21][N:22]([CH3:23])[CH3:24].[ClH:25].[O:1]1[c:2]2[c:3]([cH:7][c:8]([C:11](=[O:12])[OH:13])[cH:9][cH:10]2)[O:4][CH2:5][CH2:6]1.[O:27]=[CH:28][N:29]([CH3:30])[CH3:31].[OH2:26]>>[O:1]1[c:2]2[c:3]([cH:7][c:8]([C:11](=[O:13])[NH2:16])[cH:9][cH:10]2)[O:4][CH2:5][CH2:6]1. Reactants: IC1=CC=C(C=C1)C1=CC(=C(C=C1)CC)C1C(C(OC(C1=O)(C)C)(C)C)=O (4-(4′-iodo-4-ethyl-biphenyl-3-yl)-2,2,6,6-tetramethylpyran-3,5-dione), C[Si](C)(C)C#C (trimethylsilylacetylene), C1(=CC=CC=C1)P(C1=CC=CC=C1)C1=CC=CC=C1 (triphenylphosphine), C(C)NCC (diethylamine). Reagents/catalysts: [Cu]I (copper(I) iodide), Cl[Pd]([P](C1=CC=CC=C1)(C2=CC=CC=C2)C3=CC=CC=C3)([P](C4=CC=CC=C4)(C5=CC=CC=C5)C6=CC=CC=C6)Cl (bis(triphenylphosphine)palladium(II) chloride). Solvent: CN(C=O)C (N,N-dimethylformamide). Reaction conditions: temperature 120 celsius. Product: C(C)C1=C(C=C(C=C1)C1=CC=C(C=C1)C#C[Si](C)(C)C)C1C(C(OC(C1=O)(C)C)(C)C)=O (4-[4-ethyl-4′-(trimethylsilylethynyl)biphenyl-3-yl]-2,2,6,6-tetramethylpyran-3,5-dione). The yield is 76.2%. RXN SMILES: I[C:2]1[CH:7]=[CH:6][C:5]([C:8]2[CH:13]=[CH:12][C:11]([CH2:14][CH3:15])=[C:10]([CH:16]3[C:21](=[O:22])[C:20]([CH3:24])([CH3:23])[O:19][C:18]([CH3:26])([CH3:25])[C:17]3=[O:27])[CH:9]=2)=[CH:4][CH:3]=1.[CH3:28][Si:29]([C:32]#[CH:33])([CH3:31])[CH3:30].C1(P(C2C=CC=CC=2)C2C=CC=CC=2)C=CC=CC=1.C(NCC)C>CN(C)C=O.[Cu]I.Cl[Pd](Cl)([P](C1C=CC=CC=1)(C1C=CC=CC=1)C1C=CC=CC=1)[P](C1C=CC=CC=1)(C1C=CC=CC=1)C1C=CC=CC=1>[CH2:14]([C:11]1[CH:12]=[CH:13][C:8]([C:5]2[CH:4]=[CH:3][C:2]([C:33]#[C:32][Si:29]([CH3:31])([CH3:30])[CH3:28])=[CH:7][CH:6]=2)=[CH:9][C:10]=1[CH:16]1[C:21](=[O:22])[C:20]([CH3:24])([CH3:23])[O:19][C:18]([CH3:25])([CH3:26])[C:17]1=[O:27])[CH3:15] |^1:67,86|. Procedure details: A mixture of 4-(4′-iodo-4-ethyl-biphenyl-3-yl)-2,2,6,6-tetramethylpyran-3,5-dione (0.200 g, 0.42 mmol), trimethylsilylacetylene (0.10 ml, 0.47 mmol), copper(I) iodide (4 mg, 0.023 mmol), bis(triphenylphosphine)palladium(II) chloride (0.016 g, 0.023 mmol), triphenylphosphine (0.022 g, 0.084 mmol) and diethylamine (0.65 ml) in anhydrous N,N-dimethylformamide (0.25 ml) is heated at 120° C. under microwave irradiation for 25 minutes. This mixture is then allowed to cool to room temperature and filte... The reactants are O=C([O-])[O-], CN(C)CCCN, CCOC(C)=O, CC(C)CN(CC(C)C)C(=O)C(C)(C)c1ccc([N+](=O)[O-])c(Cl)c1, [K+], [K+], CN(C)C=O, O. The product is CC(C)CN(CC(C)C)C(=O)C(C)(C)c1ccc([N+](=O)[O-])c(NCCCN(C)C)c1. As a reaction SMILES: [C:32](=[O:33])([O-:34])[O-:35].[CH3:25][N:26]([CH2:27][CH2:28][CH2:29][NH2:30])[CH3:31].[CH3:43][CH2:44][O:45][C:46](=[O:47])[CH3:48].[Cl:1][c:2]1[cH:3][c:4]([C:11]([C:12](=[O:13])[N:14]([CH2:15][CH:16]([CH3:17])[CH3:18])[CH2:19][CH:20]([CH3:21])[CH3:22])([CH3:23])[CH3:24])[cH:5][cH:6][c:7]1[N+:8](=[O:9])[O-:10].[K+:36].[K+:37].[O:38]=[CH:39][N:40]([CH3:41])[CH3:42].[OH2:49]>>[c:2]1([NH:30][CH2:29][CH2:28][CH2:27][N:26]([CH3:25])[CH3:31])[cH:3][c:4]([C:11]([C:12](=[O:13])[N:14]([CH2:15][CH:16]([CH3:17])[CH3:18])[CH2:19][CH:20]([CH3:21])[CH3:22])([CH3:23])[CH3:24])[cH:5][cH:6][c:7]1[N+:8](=[O:9])[O-:10]. The reactants are C(C)(=O)O.COC1=CC=C(CCC2N(C(CC2)C=2C=CC3=C(SC(O3)(C)C)C2)CO)C=C1 (2-(p-methoxyphenethyl)-5-(2,2-dimethyl-1,3-benzoxathiol-5-yl)hydroxymethylpyrrolidine acetate), S(O)(O)(=O)=O (sulfuric acid). The solvent is C(C)O (ethanol), C(C)O (ethanol). Yields the product S(O)(O)(=O)=O.COC1=CC=C(CCC2N(C(CC2)C=2C=CC3=C(SC(O3)(C)C)C2)CO)C=C1 (2-(p-methoxyphenethyl)-5-(2,2-dimethyl-1,3-benzoxathiol-5-yl)hydroxymethylpyrrolidine bisulfate). Reaction SMILES: C(O)(=O)C.[CH3:5][O:6][C:7]1[CH:32]=[CH:31][C:10]([CH2:11][CH2:12][CH:13]2[CH2:17][CH2:16][CH:15]([C:18]3[CH:19]=[CH:20][C:21]4[O:25][C:24]([CH3:27])([CH3:26])[S:23][C:22]=4[CH:28]=3)[N:14]2[CH2:29][OH:30])=[CH:9][CH:8]=1.[S:33](=[O:37])(=[O:36])([OH:35])[OH:34]>C(O)C>[S:33](=[O:35])(=[O:34])([OH:37])[OH:36].[CH3:5][O:6][C:7]1[CH:8]=[CH:9][C:10]([CH2:11][CH2:12][CH:13]2[CH2:17][CH2:16][CH:15]([C:18]3[CH:19]=[CH:20][C:21]4[O:25][C:24]([CH3:27])([CH3:26])[S:23][C:22]=4[CH:28]=3)[N:14]2[CH2:29][OH:30])=[CH:31][CH:32]=1 |f:0.1,4.5|. Procedure details: 2-(p-methoxyphenethyl)-5-(2,2-dimethyl-1,3-benzoxathiol-5-yl)hydroxymethylpyrrolidine acetate prepared according to Example 6.B. (1.0 g) is dissolved in a solution of 1 ml 50% aqueous sulfuric acid in 10 ml ethanol and the resulting precipitate harvested. The product is suspended in ethanol and filtered, air dried, and recrystallized from methanol/acetone to yield 2-(p-methoxyphenethyl)-5-(2,2-dimethyl-1,3-benzoxathiol-5-yl)hydroxymethylpyrrolidine bisulfate. The reactants are BrCCO (2-bromoethanol), CN(C)C=O (DMF), IC1=CC(=C(C=C1)O)C (4-iodo-2-methylphenol), [H-].[Na+] (NaH). Solvent: C1CCOC1 (THF), C1CCOC1 (THF). Reaction conditions: temperature 0 celsius, time 30 minute. Yields the product IC1=CC(=C(OCCO)C=C1)C (2-(4-iodo-2-methylphenoxy)ethanol). As a reaction SMILES: [I:1][C:2]1[CH:7]=[CH:6][C:5]([OH:8])=[C:4]([CH3:9])[CH:3]=1.[H-].[Na+].Br[CH2:13][CH2:14][OH:15].CN(C=O)C>C1COCC1>[I:1][C:2]1[CH:7]=[CH:6][C:5]([O:8][CH2:13][CH2:14][OH:15])=[C:4]([CH3:9])[CH:3]=1 |f:1.2|. Procedure: Under a nitrogen atmosphere, 2.34 g (10 mmol) of 4-iodo-2-methylphenol was added batchwise to a suspension of 0.48 g (11 mmol) of NaH in 50 mL of THF cooled to 0° C. and the mixture was stirred for a further 30 minutes at this temperature. Then 0.85 mL (12 mmol) of 2-bromoethanol dissolved in 5 mL of THF was added dropwise and the mixture was stirred for 18 hours at RT. 5 mL of DMF was added and the reaction mixture was heated to 70° C. for 8 hours. It was evaporated down in vacuo, the residue w... Reactants: C(C1=CC=CC=C1)OC1=CC=C(C2=C1NC(CO2)=O)C(C(O)O)=O (5-benzyloxy-8-(2,2-dihydroxy-acetyl)-4H-benzo[1,4]oxazin-3-one), COC1=CC=C(CC2(CC2)N)C=C1 (1-(4-methoxy-benzyl)-cyclopropylamine), FC(C(=O)[O-])(F)F (trifluoroacetate). Product: OC1=CC=C(C2=C1NC(CO2)=O)C(CNC2(CC2)CC2=CC=C(C=C2)OC)O (5-hydroxy-8-{1-hydroxy-2-[1-(4-methoxy-benzyl)-cyclopropylamino]-ethyl}-4H-benzo[1,4]oxazin-3-one). As a reaction SMILES: C([O:8][C:9]1[C:14]2[NH:15][C:16](=[O:19])[CH2:17][O:18][C:13]=2[C:12]([C:20](=[O:24])[CH:21](O)O)=[CH:11][CH:10]=1)C1C=CC=CC=1.[CH3:25][O:26][C:27]1[CH:37]=[CH:36][C:30]([CH2:31][C:32]2([NH2:35])[CH2:34][CH2:33]2)=[CH:29][CH:28]=1.FC(F)(F)C([O-])=O>>[OH:8][C:9]1[C:14]2[NH:15][C:16](=[O:19])[CH2:17][O:18][C:13]=2[C:12]([CH:20]([OH:24])[CH2:21][NH:35][C:32]2([CH2:31][C:30]3[CH:36]=[CH:37][C:27]([O:26][CH3:25])=[CH:28][CH:29]=3)[CH2:34][CH2:33]2)=[CH:11][CH:10]=1. Procedure: Reaction of 329 mg (1 mmol) 5-benzyloxy-8-(2,2-dihydroxy-acetyl)-4H-benzo[1,4]oxazin-3-one and 177 mg (1 mmol) 1-(4-methoxy-benzyl)-cyclopropylamine according to general method 3. Yield: 39 mg (8%, trifluoroacetate); mass spectroscopy: [M+H]+=385. The reactants are C(C)(C)(C)N1N=C(C=C1)C1=CC=CC(=N1)NC=1C=2N(N=C(C1)Cl)C=CN2 (N-(6-(1-tert-butyl-1H-pyrazol-3-yl)pyridin-2-yl)-6-chloroimidazo[1,2-b]pyridazin-8-amine), C1(=CC=CC=C1)B(O)O (phenylboronic acid), CC(C)C1=CC(=C(C(=C1)C(C)C)C2=C(C=CC=C2)P(C3CCCCC3)C4CCCCC4)C(C)C (X-phos), C(=O)([O-])[O-].[K+].[K+] (K2CO3). Reagents/catalysts: C=1C=CC(=CC1)/C=C/C(=O)/C=C/C2=CC=CC=C2.C=1C=CC(=CC1)/C=C/C(=O)/C=C/C2=CC=CC=C2.C=1C=CC(=CC1)/C=C/C(=O)/C=C/C2=CC=CC=C2.[Pd].[Pd] (Pd2(dba)3), Cl (HCl). Solvent: O1CCOCC1 (dioxane), O (water), CO (methanol). Conditions: temperature 100 celsius, time 4 hour. Product: Cl.C(C)(C)(C)N1N=C(C=C1)C1=CC=CC(=N1)NC=1C=2N(N=C(C1)C1=CC=CC=C1)C=CN2 (N-(6-(1-tert-butyl-1H-pyrazol-3-yl)pyridin-2-yl)-6-phenylimidazo[1,2-b]pyridazin-8-amine hydrochloride). Isolated yield 27.8%. As a reaction SMILES: [C:1]([N:5]1[CH:9]=[CH:8][C:7]([C:10]2[N:15]=[C:14]([NH:16][C:17]3[C:18]4[N:19]([CH:24]=[CH:25][N:26]=4)[N:20]=[C:21]([Cl:23])[CH:22]=3)[CH:13]=[CH:12][CH:11]=2)=[N:6]1)([CH3:4])([CH3:3])[CH3:2].[C:27]1(B(O)O)[CH:32]=[CH:31][CH:30]=[CH:29][CH:28]=1.CC(C1C=C(C(C)C)C(C2C=CC=CC=2P(C2CCCCC2)C2CCCCC2)=C(C(C)C)C=1)C.C([O-])([O-])=O.[K+].[K+]>O1CCOCC1.O.CO.Cl.C1C=CC(/C=C/C(/C=C/C2C=CC=CC=2)=O)=CC=1.C1C=CC(/C=C/C(/C=C/C2C=CC=CC=2)=O)=CC=1.C1C=CC(/C=C/C(/C=C/C2C=CC=CC=2)=O)=CC=1.[Pd].[Pd]>[ClH:23].[C:1]([N:5]1[CH:9]=[CH:8][C:7]([C:10]2[N:15]=[C:14]([NH:16][C:17]3[C:18]4[N:19]([CH:24]=[CH:25][N:26]=4)[N:20]=[C:21]([C:27]4[CH:32]=[CH:31][CH:30]=[CH:29][CH:28]=4)[CH:22]=3)[CH:13]=[CH:12][CH:11]=2)=[N:6]1)([CH3:4])([CH3:3])[CH3:2] |f:3.4.5,10.11.12.13.14,15.16|. Procedure details: A mixture of N-(6-(1-tert-butyl-1H-pyrazol-3-yl)pyridin-2-yl)-6-chloroimidazo[1,2-b]pyridazin-8-amine (168 mg, 0.58 mmol), phenylboronic acid (105 mg, 0.86 mmol), Pd2(dba)3 (34 mg, 0.06 mmol), X-phos (114 mg, 0.24 mmol) and K2CO3 (240 mg, 1.74 mmol) in dioxane (10 mL) and water (1 mL) was heated to 100° C. with stirring for 4 h under N2. The solvent was removed in vacuo and the resulting mixture was purified by chromatography (silica gel, 200-300 mesh, CH2Cl2:MeOH=180:1) to give crude product. T... Reactants: Cl (hydrochloric acid), NC1=C(C=C2C(C(=CN(C2=C1C)C1=C(C=C(C(=C1)NC(=O)OC(C)(C)C)F)F)C(=O)OCC)=O)F (ethyl 7-amino-1-(5-tert-butoxycarbonylamino-2,4-difluorophenyl)-6-fluoro-8-methyl-4-oxo-1,4-dihydroquinoline-3-carboxylate). The solvent is O (water). Yields the product NC1=C(C=C2C(C(=CN(C2=C1C)C1=C(C=C(C(=C1)N)F)F)C(=O)O)=O)F (7-Amino-1-(5-amino-2,4-difluorophenyl)-6-fluoro-8-methyl-4-oxo-1,4-dihydroquinoline-3-carboxylic Acid). Yield: 54.1%. Reaction SMILES: Cl.[NH2:2][C:3]1[C:12]([CH3:13])=[C:11]2[C:6]([C:7](=[O:35])[C:8]([C:30]([O:32]CC)=[O:31])=[CH:9][N:10]2[C:14]2[CH:19]=[C:18]([NH:20]C(OC(C)(C)C)=O)[C:17]([F:28])=[CH:16][C:15]=2[F:29])=[CH:5][C:4]=1[F:36]>O>[NH2:2][C:3]1[C:12]([CH3:13])=[C:11]2[C:6]([C:7](=[O:35])[C:8]([C:30]([OH:32])=[O:31])=[CH:9][N:10]2[C:14]2[CH:19]=[C:18]([NH2:20])[C:17]([F:28])=[CH:16][C:15]=2[F:29])=[CH:5][C:4]=1[F:36]. Reported procedure: Concentrated hydrochloric acid (2 ml) was added to ethyl 7-amino-1-(5-tert-butoxycarbonylamino-2,4-difluorophenyl)-6-fluoro-8-methyl-4-oxo-1,4-dihydroquinoline-3-carboxylate (170 mg), and the mixture was heated under reflux for 5 hours. After the reaction mixture was cooled back to room temperature, water (2 ml) was added thereto. Solids deposited were collected by filtration and then washed successively with water, ethanol and diethyl ether to obtain the title compound (68 mg) as a pale yellow ... Reactants: C1(=CC=CC=C1)C(C1=CC=CC=C1)OC(=O)C=1N2C([C@H]([C@H]2SCC1CSC1=NN2C(=NC(=CC2=O)C)S1)N)=O ((6R,7R)-7-amino-3-[(7-methyl-5-oxo-5H-1,3,4-thiadiazolo[3,2-a]pyrimidin-2-yl)thiomethyl]-8-oxo-5-thia-1-azabicyclo[4.2.0]oct-2-ene-2-carboxylic acid diphenylmethyl ester), C1(=CC=CC=C1)C(C1=CC=CC=C1)(C1=CC=CC=C1)NC=1SC=C(N1)/C(/C(=O)O)=N/OC(C)(C)OC (2-(2-triphenylmethylamino-4-thiazolyl)-2-[Z-(1-methoxy-1-methylethyl)oxyimino]acetic acid), C1(CCCCC1)N=C=NC1CCCCC1 (Dicyclohexylcarbodiimide). Run in ClCCl (dichloromethane). Run at temperature 0 celsius, time 8 hour. The product is C1(=CC=CC=C1)C(C1=CC=CC=C1)OC(=O)C=1N2C([C@H]([C@H]2SCC1CSC1=NN2C(=NC(=CC2=O)C)S1)NC(\C(=N/OC(C)(C)OC)\C=1N=C(SC1)NC(C1=CC=CC=C1)(C1=CC=CC=C1)C1=CC=CC=C1)=O)=O ((6R,7R)-7-[2-(2-triphenylmethylamino-4-thiazolyl)-2-[Z-(1-methoxy-1-methylethyl)oxyimino]acetamido]-3-[(7-methyl-5-oxo-5H-1,3,4-thiadiazolo[3,2-a]pyrimidin-2-yl)thiomethyl]-8-oxo-5-thia-1-azabicyclo[4.2.0]oct-2-ene-2-carboxylic acid diphenylmethyl ester). Isolated yield 41.9%. As a reaction SMILES: [C:1]1([CH:7]([O:14][C:15]([C:17]2[N:18]3[C@H:21]([S:22][CH2:23][C:24]=2[CH2:25][S:26][C:27]2[S:37][C:30]4=[N:31][C:32]([CH3:36])=[CH:33][C:34](=[O:35])[N:29]4[N:28]=2)[C@H:20]([NH2:38])[C:19]3=[O:39])=[O:16])[C:8]2[CH:13]=[CH:12][CH:11]=[CH:10][CH:9]=2)[CH:6]=[CH:5][CH:4]=[CH:3][CH:2]=1.[C:40]1([C:46]([NH:59][C:60]2[S:61][CH:62]=[C:63](/[C:65](=[N:69]/[O:70][C:71]([O:74][CH3:75])([CH3:73])[CH3:72])/[C:66](O)=[O:67])[N:64]=2)([C:53]2[CH:58]=[CH:57][CH:56]=[CH:55][CH:54]=2)[C:47]2[CH:52]=[CH:51][CH:50]=[CH:49][CH:48]=2)[CH:45]=[CH:44][CH:43]=[CH:42][CH:41]=1.C1(N=C=NC2CCCCC2)CCCCC1>ClCCl>[C:1]1([CH:7]([O:14][C:15]([C:17]2[N:18]3[C@H:21]([S:22][CH2:23][C:24]=2[CH2:25][S:26][C:27]2[S:37][C:30]4=[N:31][C:32]([CH3:36])=[CH:33][C:34](=[O:35])[N:29]4[N:28]=2)[C@H:20]([NH:38][C:66](=[O:67])/[C:65](/[C:63]2[N:64]=[C:60]([NH:59][C:46]([C:40]4[CH:41]=[CH:42][CH:43]=[CH:44][CH:45]=4)([C:47]4[CH:52]=[CH:51][CH:50]=[CH:49][CH:48]=4)[C:53]4[CH:58]=[CH:57][CH:56]=[CH:55][CH:54]=4)[S:61][CH:62]=2)=[N:69]\[O:70][C:71]([O:74][CH3:75])([CH3:73])[CH3:72])[C:19]3=[O:39])=[O:16])[C:8]2[CH:9]=[CH:10][CH:11]=[CH:12][CH:13]=2)[CH:2]=[CH:3][CH:4]=[CH:5][CH:6]=1. Procedure: The product obtained in Step 2 (3.25 g) and 2-(2-triphenylmethylamino-4-thiazolyl)-2-[Z-(1-methoxy-1-methylethyl)oxyimino]acetic acid (5.64 g) were dissolved in dichloromethane (93 ml) and tetrahydrofurnan (93 ml) under a nitrogen stream, and the solution was cooled to 0° C. Dicyclohexylcarbodiimide (2.32 g) was added to this solution by small portions, and the mixture was stirred overnight at room temperature. After filtering off the insoluble matters, the filtrate was concentrated under reduce...